Dataset: the Open Reaction Database (ORD), a public repository of structured organic reaction records. Task: describe an organic reaction: reactants, conditions, products, and yield The reactants are C(C1=CC=CC=C1)NC1=C(C=C(C=C1)Br)[N+](=O)[O-] (benzyl-(4-bromo-2-nitro-phenyl)-amine). The reagents and catalysts are [Fe] (iron). Run in C(C)(=O)O (acetic acid). Conditions: temperature 40 celsius. Yields the product C(C1=CC=CC=C1)NC=1C(=CC(=CC1)Br)N (N1-Benzyl-4-bromo-benzene-1,2-diamine). RXN SMILES: [CH2:1]([NH:8][C:9]1[CH:14]=[CH:13][C:12]([Br:15])=[CH:11][C:10]=1[N+:16]([O-])=O)[C:2]1[CH:7]=[CH:6][CH:5]=[CH:4][CH:3]=1>C(O)(=O)C.[Fe]>[CH2:1]([NH:8][C:9]1[C:10]([NH2:16])=[CH:11][C:12]([Br:15])=[CH:13][CH:14]=1)[C:2]1[CH:3]=[CH:4][CH:5]=[CH:6][CH:7]=1. Procedure: To a solution of benzyl-(4-bromo-2-nitro-phenyl)-amine (276 mg, 0.9 mmol) in 3 ml acetic acid, was added iron (70 mg, 1.2 mmol). The reaction mixture was heated to 40° C. under argon for 2 hours. The mixture was cooled to ambient temperature and filtered through celite and the filtrate was concentrated. The resulting solid was dissolved in ethyl acetate. The organic layer was washed with saturated NaHCO3, dried over MgSO4, filtered and the filtrate was concentrated in vacuo to yield crude produc... The reactants are C(C1=CC=CC=C1)N1CC(C(C1)C1=CC=CC=C1)C=O (1-Benzyl-3-(SR)-formyl-4-(SR)-phenylpyrrolidine), Cl.C1(=CC=CC=C1)C=1CCNCC1 (4-phenyl-1, 2, 3, 6-tetrahydropyridine-hydrochloride), CCN(C(C)C)C(C)C (DIEA), C(C)(=O)O[BH-](OC(C)=O)OC(C)=O.[Na+] (sodium triacetoxyborohydride). Yields the product C(C1=CC=CC=C1)N1CC(C(C1)C1=CC=CC=C1)CN1CCC(=CC1)C1=CC=CC=C1 (1-Benzyl-3-(SR)-(4-phenyl-1, 2, 3, 6-tetrahydropyridin-1-ylmethyl)-4-(SR)-phenylpyrrolidine). Isolated yield 77.9%. RXN SMILES: [CH2:1]([N:8]1[CH2:12][CH:11]([C:13]2[CH:18]=[CH:17][CH:16]=[CH:15][CH:14]=2)[CH:10]([CH:19]=O)[CH2:9]1)[C:2]1[CH:7]=[CH:6][CH:5]=[CH:4][CH:3]=1.Cl.[C:22]1([C:28]2[CH2:29][CH2:30][NH:31][CH2:32][CH:33]=2)[CH:27]=[CH:26][CH:25]=[CH:24][CH:23]=1.CCN(C(C)C)C(C)C.C(O[BH-](OC(=O)C)OC(=O)C)(=O)C.[Na+]>>[CH2:1]([N:8]1[CH2:12][CH:11]([C:13]2[CH:18]=[CH:17][CH:16]=[CH:15][CH:14]=2)[CH:10]([CH2:19][N:31]2[CH2:30][CH:29]=[C:28]([C:22]3[CH:27]=[CH:26][CH:25]=[CH:24][CH:23]=3)[CH2:33][CH2:32]2)[CH2:9]1)[C:2]1[CH:7]=[CH:6][CH:5]=[CH:4][CH:3]=1 |f:1.2,4.5|. Procedure details: The title compound was prepared from 20 mg of 1-Benzyl-3-(SR)-formyl-4-(SR)-phenylpyrrolidine, 16 mg of 4-phenyl-1, 2, 3, 6-tetrahydropyridine-hydrochloride, 0.013 mL of DIEA and 23 mg of sodium triacetoxyborohydride using a procedure analogous to that described in Example 9, Step B to provide 24 mg of the title compound. RF: 0.37 (50% EtOAc in hexanes). 1H NMR (300 MHz, CDCl3): δ2.40-2.71 (m, 9H), 2.91-3.16 (m, 5H), 3.67 (ABq, J=13 Hz, 2H), 5.98-6.00 (m, 1H ), 7.07-7.41 (m, 15H). Mass Spectrum ... Starting materials: Cc1c([N+](=O)[O-])ccc2nc(N)sc12, Cl, CN1CCC(CN(C)c2nc3ccc(NC(=O)C=Cc4ccc(F)cc4)cc3s2)C1, O=N[O-], [Na+], O. Yields the product Cc1c([N+](=O)[O-])ccc2nc(Cl)sc12. Reaction SMILES: [CH3:1][c:2]1[c:3]([N+:12](=[O:13])[O-:14])[cH:4][cH:5][c:6]2[n:7][c:8]([NH2:11])[s:9][c:10]12.[ClH:49].[F:15][c:16]1[cH:17][cH:18][c:19]([CH:20]=[CH:21][C:22]([NH:23][c:24]2[cH:25][cH:26][c:27]3[n:28][c:29]([N:30]([CH3:31])[CH2:32][CH:33]4[CH2:34][CH2:35][N:36]([CH3:37])[CH2:38]4)[s:39][c:40]3[cH:41]2)=[O:42])[cH:43][cH:44]1.[N:45]([O-:46])=[O:47].[Na+:48].[OH2:50]>>[CH3:1][c:2]1[c:3]([N+:12](=[O:13])[O-:14])[cH:4][cH:5][c:6]2[n:7][c:8]([Cl:49])[s:9][c:10]12. Reactants: O=C1NC2=C(OC1)C=CC(=N2)C=O (3-oxo-3,4-dihydro-2H-pyrido[3,2-b][1,4]oxazine-6-carbaldehyde), COC=1N=C2C(=CC=NC2=CC1)N1N=C2CCC(CC2=C1)N (2-(6-methoxy-[1,5]naphthyridin-4-yl)-4,5,6,7-tetrahydro-2H-indazol-5-ylamine), [OH-].[Na+] (NaOH), [BH4-].[Na+] (NaBH4). Solvent: CN(C)C=O (DMF), CO (CH3OH). Conditions: time 8 hour. Product: COC=1N=C2C(=CC=NC2=CC1)N1N=C2CCC(CC2=C1)NCC=1C=CC=2OCC(NC2N1)=O (6-{[2-(6-Methoxy-[1,5]naphthyridin-4-yl)-4,5,6,7-tetrahydro-2H-indazol-5-ylamino]-methyl}-4H-pyrido[3,2-b][1,4]oxazin-3-one). Isolated yield 3.5%. RXN SMILES: [O:1]=[C:2]1[CH2:7][O:6][C:5]2[CH:8]=[CH:9][C:10]([CH:12]=O)=[N:11][C:4]=2[NH:3]1.[CH3:14][O:15][C:16]1[N:17]=[C:18]2[C:23](=[CH:24][CH:25]=1)[N:22]=[CH:21][CH:20]=[C:19]2[N:26]1[CH:34]=[C:33]2[C:28]([CH2:29][CH2:30][CH:31]([NH2:35])[CH2:32]2)=[N:27]1.[BH4-].[Na+].[OH-].[Na+]>CN(C=O)C.CO>[CH3:14][O:15][C:16]1[N:17]=[C:18]2[C:23](=[CH:24][CH:25]=1)[N:22]=[CH:21][CH:20]=[C:19]2[N:26]1[CH:34]=[C:33]2[C:28]([CH2:29][CH2:30][CH:31]([NH:35][CH2:12][C:10]3[CH:9]=[CH:8][C:5]4[O:6][CH2:7][C:2](=[O:1])[NH:3][C:4]=4[N:11]=3)[CH2:32]2)=[N:27]1 |f:2.3,4.5|. Procedure: To a solution of 3-oxo-3,4-dihydro-2H-pyrido[3,2-b][1,4]oxazine-6-carbaldehyde (153 mg, 0.858 mmol) in DMF (1.36 mL) was added 2-(6-methoxy-[1,5]naphthyridin-4-yl)-4,5,6,7-tetrahydro-2H-indazol-5-ylamine (84.4 mg, 0.286 mmol). The reaction mixture was stirred overnight at RT. NaBH4 (37.6 mg, 0.572 mmol) was then added and the suspension was stirred for 1 h at RT. The reaction mixture was diluted with CH3OH and poured into 1 N NaOH. The organic layer was separated, washed with brine (4×), dried (... The reactants are Cn1cnc2ncc(Br)nc2c1=O, CC(C)(C)OC(=O)N1CCNCC1, COCCO. Yields the product Cn1cnc2ncc(N3CCN(C(=O)OC(C)(C)C)CC3)nc2c1=O. Reaction SMILES: [Br:14][c:15]1[n:16][c:17]2[c:18](=[O:26])[n:19]([CH3:25])[cH:20][n:21][c:22]2[n:23][cH:24]1.[C:1](=[O:2])([O:3][C:4]([CH3:5])([CH3:6])[CH3:7])[N:8]1[CH2:9][CH2:10][NH:11][CH2:12][CH2:13]1.[CH3:27][O:28][CH2:29][CH2:30][OH:31]>>[C:1](=[O:2])([O:3][C:4]([CH3:5])([CH3:6])[CH3:7])[N:8]1[CH2:9][CH2:10][N:11]([c:15]2[n:16][c:17]3[c:18](=[O:26])[n:19]([CH3:25])[cH:20][n:21][c:22]3[n:23][cH:24]2)[CH2:12][CH2:13]1. Reactants: C(CCCCCCCCCCCCC)OC1=CC=C(C=C1)CCN(C(C)=O)C1=CC(=CC=C1)CC=1SC=CN1 (N-[2-[4-(tetradecyloxy)phenyl]ethyl]-N-[3-(2-thiazolylmethyl)phenyl]acetamide), CI (methyl iodide), CCOCC (Ether). Run in C1(=CC=CC=C1)C (toluene). Reaction conditions: temperature 140 celsius. Product: [I-].C[N+]1=C(SC=C1)CC1=CC(=CC=C1)N(CCC1=CC=C(C=C1)OCCCCCCCCCCCCCC)C(C)=O (3-Methyl-2-[[3-[acetyl[2-[4-(tetradecyloxy)phenyl]ethyl]amino]phenyl]methyl]thiazolium iodide). Reaction SMILES: [CH2:1]([O:15][C:16]1[CH:21]=[CH:20][C:19]([CH2:22][CH2:23][N:24]([C:28]2[CH:33]=[CH:32][CH:31]=[C:30]([CH2:34][C:35]3[S:36][CH:37]=[CH:38][N:39]=3)[CH:29]=2)[C:25](=[O:27])[CH3:26])=[CH:18][CH:17]=1)[CH2:2][CH2:3][CH2:4][CH2:5][CH2:6][CH2:7][CH2:8][CH2:9][CH2:10][CH2:11][CH2:12][CH2:13][CH3:14].C[I:41].[CH3:42]COCC>C1(C)C=CC=CC=1>[I-:41].[CH3:42][N+:39]1[CH:38]=[CH:37][S:36][C:35]=1[CH2:34][C:30]1[CH:31]=[CH:32][CH:33]=[C:28]([N:24]([C:25](=[O:27])[CH3:26])[CH2:23][CH2:22][C:19]2[CH:18]=[CH:17][C:16]([O:15][CH2:1][CH2:2][CH2:3][CH2:4][CH2:5][CH2:6][CH2:7][CH2:8][CH2:9][CH2:10][CH2:11][CH2:12][CH2:13][CH3:14])=[CH:21][CH:20]=2)[CH:29]=1 |f:4.5|. Procedure: A mixture of 300 mg of N-[2-[4-(tetradecyloxy)phenyl]ethyl]-N-[3-(2-thiazolylmethyl)phenyl]acetamide and 1.4 g of methyl iodide in 5 ml of toluene is heated at 140° C. in a closed vessel for 4.5 hours then cooled. Ether is added, the solid collected by centrifugation and then washed several times with ether. The solid is vacuum dried to give 235 mg of the desired product as a tan solid, m.p. 130°-134° C. Reactants: C(C1=CC=CC=C1)(=O)NC(C(CN[C@@H]1C(N(CCCC1)CC(=O)OCC1=CC=CC=C1)=O)=O)CC1=CC=CC=C1 ((S)-3-[[3-(benzoylamino)-2-oxo-4-phenylbutyl]amino]-hexahydro-2-oxo-1H-azepine-1-acetic acid, phenylmethyl ester), [BH4-].[Na+] (sodium borohydride). The solvent is O1CCCC1 (tetrahydrofuran), O (water). Run at time 4 hour. Yields the product C(C1=CC=CC=C1)(=O)NC(C(CN[C@@H]1C(N(CCCC1)CC(=O)OCC1=CC=CC=C1)=O)O)CC1=CC=CC=C1 ((S)-3-[[3-(benzoylamino)-2-hydroxy-4-phenylbutyl]amino]hexahydro-2-oxo-1H-azepine-1-acetic acid, phenylmethyl ester). As a reaction SMILES: [C:1]([NH:9][CH:10]([CH2:34][C:35]1[CH:40]=[CH:39][CH:38]=[CH:37][CH:36]=1)[C:11](=[O:33])[CH2:12][NH:13][C@H:14]1[CH2:20][CH2:19][CH2:18][CH2:17][N:16]([CH2:21][C:22]([O:24][CH2:25][C:26]2[CH:31]=[CH:30][CH:29]=[CH:28][CH:27]=2)=[O:23])[C:15]1=[O:32])(=[O:8])[C:2]1[CH:7]=[CH:6][CH:5]=[CH:4][CH:3]=1.[BH4-].[Na+]>O1CCCC1.O>[C:1]([NH:9][CH:10]([CH2:34][C:35]1[CH:36]=[CH:37][CH:38]=[CH:39][CH:40]=1)[CH:11]([OH:33])[CH2:12][NH:13][C@H:14]1[CH2:20][CH2:19][CH2:18][CH2:17][N:16]([CH2:21][C:22]([O:24][CH2:25][C:26]2[CH:27]=[CH:28][CH:29]=[CH:30][CH:31]=2)=[O:23])[C:15]1=[O:32])(=[O:8])[C:2]1[CH:7]=[CH:6][CH:5]=[CH:4][CH:3]=1 |f:1.2|. Procedure: To a solution of (S)-3-[[3-(benzoylamino)-2-oxo-4-phenylbutyl]amino]-hexahydro-2-oxo-1H-azepine-1-acetic acid, phenylmethyl ester (2.5 mmole) in tetrahydrofuran (25 ml.) and water (2.5 ml.) is added sodium borohydride (10.0 mmole) portionwise over a 10 minute period. After the addition is completed, the reaction mixture is stirred for 4 hours, and slowly quenched with concentrated hydrochloric acid. The mixture is diluted with ethyl acetate (50 ml.), washed with water (2×), saturated sodium bica... The reactants are C(C)C=1NC=C(N1)C=O (2-ethyl-4-formylimidazole), N1C(CC2=CC=CC=C12)=O (2-indolinone), resultant mixture, C1=CC=C(C=C1)C(C2=CC=CC=C2)(C3=CC=CC=C3Cl)Cl (2-chlorotrityl resin), N1CCCCC1 (piperidine). Run in CN(C)C=O (DMF). Run at time 45 minute. The product is N1C(=NC=C1)N1C(CC2=CC=CC=C12)=O (Imidazolyl Indolinone). RXN SMILES: C([C:3]1[NH:4][CH:5]=[C:6](C=O)[N:7]=1)C.C1C=CC(C(Cl)(C2C(Cl)=CC=CC=2)C2C=CC=CC=2)=CC=1.N1CCCCC1.[NH:37]1[C:45]2[C:40](=[CH:41][CH:42]=[CH:43][CH:44]=2)[CH2:39][C:38]1=[O:46]>CN(C=O)C>[NH:4]1[CH:5]=[CH:6][N:7]=[C:3]1[N:37]1[C:45]2[C:40](=[CH:41][CH:42]=[CH:43][CH:44]=2)[CH2:39][C:38]1=[O:46]. Procedure: A mixture of 2-ethyl-4-formylimidazole attached to 2-chlorotrityl resin (4, 78 mg, 0.052 mmol based on 0.67 mmol/g loading), DMF (0.9 ml) and piperidine (0.1 ml) was gently stirred for 45 min. at ambient temperature, afterwhich was added 2-indolinone (5, 70 mg, 0.523 mmol). The resultant mixture was gently stirred and heated at 80° C. for 20 h. The resin was filtered and washed with 30 ml each of acetone, water, dichloromethane, methanol, and another portion of acetone. Finally, the resin was ai... Reactants: N1(CCC2=CC=CC=C12)CC(=O)OC (methyl indolin1-ylacetate), [H-].[Al+3].[Li+].[H-].[H-].[H-] (lithium aluminum hydride). Run in O1CCCC1 (tetrahydrofuran). Product: N1(CCC2=CC=CC=C12)CCO (2-(Indolin-1-yl)ethanol). Yield: 87.1%. Reaction SMILES: [N:1]1([CH2:10][C:11](OC)=[O:12])[C:9]2[C:4](=[CH:5][CH:6]=[CH:7][CH:8]=2)[CH2:3][CH2:2]1.[H-].[Al+3].[Li+].[H-].[H-].[H-]>O1CCCC1>[N:1]1([CH2:10][CH2:11][OH:12])[C:9]2[C:4](=[CH:5][CH:6]=[CH:7][CH:8]=2)[CH2:3][CH2:2]1 |f:1.2.3.4.5.6|. Procedure details: A procedure similar to that described in Preparation 2 was repeated, except that 780 mg of methyl indolin1-ylacetate (prepared as described in Preparation 8), 200 mg of lithium aluminum hydride and 12 ml of anhydrous tetrahydrofuran were used, to give 580 mg of the title compound having Rf=0.31 (on silica gel thin layer chromatography using a 2:1 by volume mixture of hexane and ethyl acetate as the developing solvent). Reactants: CC(C)C(C(CC=C(C)C)(C)C)O (2,4,4,7-tetramethyl-oct-6-en-3-ol), C(=O)O (formic acid). Yields the product C(=O)OC(C(C)C)C(CC=C(C)C)(C)C (2,4,4,7-Tetramethyl-oct-6-en-3-ol formate). RXN SMILES: [CH3:1][CH:2]([CH:4]([OH:13])[C:5]([CH3:12])([CH3:11])[CH2:6][CH:7]=[C:8]([CH3:10])[CH3:9])[CH3:3].[CH:14](O)=[O:15]>>[CH:14]([O:13][CH:4]([C:5]([CH3:11])([CH3:12])[CH2:6][CH:7]=[C:8]([CH3:10])[CH3:9])[CH:2]([CH3:1])[CH3:3])=[O:15]. Procedure: 52 g of 2,4,4,7-tetramethyl-oct-6-en-3-ol and 65 g of formic acid are stirred at 40° C. for 8 hours. The formic acid is then distilled off and the product is purified by cracking tube distillation.